Dataset: the Open Reaction Database (ORD), a public repository of structured organic reaction records. Task: describe an organic reaction: reactants, conditions, products, and yield Reactants: C(C)(C)(C)C=1C=C(C(=O)C2=CC=CC=C2)C=C(C1O)C(C)(C)C (3,5-di-t-butyl-4-hydroxybenzophenone), NNC(=S)N (thiosemicarbazide), C1(=CC=C(C=C1)S(=O)(=O)O)C (p-toluenesulfonic acid). Solvent: C1(=CC=CC=C1)C (toluene). Product: C(C)(C)(C)C=1C=C(C(C2=CC=CC=C2)=NNC(=S)N)C=C(C1O)C(C)(C)C (3,5-di-t-butyl-4-hydroxybenzophenone thiosemicarbazone). As a reaction SMILES: [C:1]([C:5]1[CH:6]=[C:7]([CH:16]=[C:17]([C:20]([CH3:23])([CH3:22])[CH3:21])[C:18]=1[OH:19])[C:8]([C:10]1[CH:15]=[CH:14][CH:13]=[CH:12][CH:11]=1)=O)([CH3:4])([CH3:3])[CH3:2].[NH2:24][NH:25][C:26]([NH2:28])=[S:27].C1(C)C=CC(S(O)(=O)=O)=CC=1>C1(C)C=CC=CC=1>[C:1]([C:5]1[CH:6]=[C:7]([CH:16]=[C:17]([C:20]([CH3:23])([CH3:22])[CH3:21])[C:18]=1[OH:19])[C:8](=[N:24][NH:25][C:26]([NH2:28])=[S:27])[C:10]1[CH:15]=[CH:14][CH:13]=[CH:12][CH:11]=1)([CH3:4])([CH3:3])[CH3:2]. Procedure: 6.2 g of 3,5-di-t-butyl-4-hydroxybenzophenone and 2.2 g of thiosemicarbazide were dissolved in 20 ml of toluene, and 0.4 g of p-toluenesulfonic acid was added. The solution was refluxed for 16 hours while removing water. After the reaction, dilute hydrochloric acid was added, and the mixture was extracted with ethyl acetate. The organic layer was washed with water and dried, and the solvent was distilled off under reduced pressure. The residue was chromatographed on a silica gel column, and recr... The reactants are CCN(C(C)C)C(C)C, Cc1cc(OS(=O)(=O)C(F)(F)F)c(Br)c(=O)n1Cc1cccnc1, C#Cc1ccc(F)cc1, CN(C)C=O, Cl[Pd]Cl, c1ccc(P(c2ccccc2)c2ccccc2)cc1, c1ccc(P(c2ccccc2)c2ccccc2)cc1. The product is Cc1cc(C#Cc2ccc(F)cc2)c(Br)c(=O)n1Cc1cccnc1. As a reaction SMILES: [CH:25]([N:26]([CH2:27][CH3:28])[CH:29]([CH3:30])[CH3:31])([CH3:32])[CH3:33].[F:1][C:2]([F:3])([F:4])[S:5]([O:6][c:7]1[c:8]([Br:22])[c:9](=[O:21])[n:10]([CH2:14][c:15]2[cH:16][n:17][cH:18][cH:19][cH:20]2)[c:11]([CH3:13])[cH:12]1)(=[O:23])=[O:24].[F:34][c:35]1[cH:36][cH:37][c:38]([C:41]#[CH:42])[cH:39][cH:40]1.[O:43]=[CH:44][N:45]([CH3:46])[CH3:47].[Pd:48]([Cl:49])[Cl:50].[c:51]1([P:52]([c:53]2[cH:54][cH:55][cH:56][cH:57][cH:58]2)[c:59]2[cH:60][cH:61][cH:62][cH:63][cH:64]2)[cH:65][cH:66][cH:67][cH:68][cH:69]1.[c:70]1([P:71]([c:72]2[cH:73][cH:74][cH:75][cH:76][cH:77]2)[c:78]2[cH:79][cH:80][cH:81][cH:82][cH:83]2)[cH:84][cH:85][cH:86][cH:87][cH:88]1>>[c:7]1([C:42]#[C:41][c:38]2[cH:37][cH:36][c:35]([F:34])[cH:40][cH:39]2)[c:8]([Br:22])[c:9](=[O:21])[n:10]([CH2:14][c:15]2[cH:16][n:17][cH:18][cH:19][cH:20]2)[c:11]([CH3:13])[cH:12]1. Starting materials: NCCCCN1C(=NC=2C(=NC=3C=CC=CC3C21)N)CCCC (1-(4-aminobutyl)-2-butyl-1H-imidazo[4,5-c]quinolin-4-amine), C1(=CC=CC=C1)N=C=O (phenyl isocyanate). Yields the product NC1=NC=2C=CC=CC2C2=C1N=C(N2CCCCNC(=O)NC2=CC=CC=C2)CCCC (N-[4-(4-amino-2-butyl-1H-imidazo[4,5-c]quinolin-1-yl)butyl]-N′-phenylurea). Yield: 54.4%. Reaction SMILES: [NH2:1][CH2:2][CH2:3][CH2:4][CH2:5][N:6]1[C:18]2[C:17]3[CH:16]=[CH:15][CH:14]=[CH:13][C:12]=3[N:11]=[C:10]([NH2:19])[C:9]=2[N:8]=[C:7]1[CH2:20][CH2:21][CH2:22][CH3:23].[C:24]1([N:30]=[C:31]=[O:32])[CH:29]=[CH:28][CH:27]=[CH:26][CH:25]=1>>[NH2:19][C:10]1[C:9]2[N:8]=[C:7]([CH2:20][CH2:21][CH2:22][CH3:23])[N:6]([CH2:5][CH2:4][CH2:3][CH2:2][NH:1][C:31]([NH:30][C:24]3[CH:29]=[CH:28][CH:27]=[CH:26][CH:25]=3)=[O:32])[C:18]=2[C:17]2[CH:16]=[CH:15][CH:14]=[CH:13][C:12]=2[N:11]=1. Procedure details: Using the general method of Example 145, except that the reaction was run at ambient temperature, 1-(4-aminobutyl)-2-butyl-1H-imidazo[4,5-c]quinolin-4-amine (1.0 g, 3.2 mmol) was reacted with phenyl isocyanate (0.35 mL, 3.2 mmol) to provide 0.75 g of N-[4-(4-amino-2-butyl-1H-imidazo[4,5-c]quinolin-1-yl)butyl]-N′-phenylurea as white needles, m.p. 185-187° C. Analysis: Calculated for C25H30N6O. H2O: %C, 66.94; %H, 7.19; %N, 18.74; Found: %C, 67.31; %H, 7.20; %N, 18.70.